From a dataset of the Open Reaction Database (ORD), a public repository of structured organic reaction records. describe an organic reaction: reactants, conditions, products, and yield Starting materials: OC(=O)C(F)(F)F.NC1(CCN(CC1)C(=O)C=1C2=C(SC1NC(=O)NCC)C=CC=C2)C(=O)N (4-amino-1-(2-(3-ethylureido)benzo[b]thiophene-3-carbonyl)piperidine-4-carboxamide TFA salt), C(C)(=O)O (acetic acid), C(C)OC(CCC(=O)OCC)(OCC)OCC (ethyl 4,4,4-triethoxybutanoate). Solvent: C1(=CC=CC=C1)C (toluene), CN(C)C=O (DMF). Reaction conditions: temperature 85 celsius. The product is C(C)NC(NC1=C(C2=C(S1)C=CC=C2)C(=O)N2CCC1(C(NC(=N1)CCC(=O)OCC)=O)CC2)=O (ethyl 3-(8-(2-(3-ethylureido)benzo[b]thiophene-3-carbonyl)-4-oxo-1,3,8-triazaspiro[4.5]dec-1-en-2-yl)propanoate). Yield: 65.0%. RXN SMILES: OC(C(F)(F)F)=O.[NH2:8][C:9]1([C:32]([NH2:34])=[O:33])[CH2:14][CH2:13][N:12]([C:15]([C:17]2[C:18]3[CH:31]=[CH:30][CH:29]=[CH:28][C:19]=3[S:20][C:21]=2[NH:22][C:23]([NH:25][CH2:26][CH3:27])=[O:24])=[O:16])[CH2:11][CH2:10]1.C(O)(=O)C.[CH2:39]([O:41][C:42](OCC)([O:50]CC)[CH2:43][CH2:44][C:45](OCC)=O)[CH3:40]>C1(C)C=CC=CC=1.CN(C=O)C>[CH2:26]([NH:25][C:23](=[O:24])[NH:22][C:21]1[S:20][C:19]2[CH:28]=[CH:29][CH:30]=[CH:31][C:18]=2[C:17]=1[C:15]([N:12]1[CH2:11][CH2:10][C:9]2([N:8]=[C:45]([CH2:44][CH2:43][C:42]([O:41][CH2:39][CH3:40])=[O:50])[NH:34][C:32]2=[O:33])[CH2:14][CH2:13]1)=[O:16])[CH3:27] |f:0.1|. Procedure details: 4-Amino-1-(2-(3-ethylureido)benzo[b]thiophene-3-carbonyl)piperidine-4-carboxamide (7, 100 mg, 1.0 equivalent) as prepared in Example 7 was dissolved in toluene (0.09 M) and DMF (0.26 M), and to which acetic acid (2.0 equivalents), and ethyl 4,4,4-triethoxybutanoate (4.0 equivalents) were added and the reaction mixture was heated to 85° C. for 9 hrs. The reaction mixture was then partitioned between ethyl acetate and water and the separated organics was washed with brine and dried over Na2SO4, fi... Starting materials: CN1CCCC1=O, CO, COc1ccc(CN(c2cc(Cl)nn3c(C(=O)Nc4ccnc(Cl)c4)cnc23)C2CC2)cc1, NC1CCSCC1. The product is COc1ccc(CN(c2cc(NC3CCSCC3)nn3c(C(=O)Nc4ccnc(Cl)c4)cnc23)C2CC2)cc1. As a reaction SMILES: [CH3:41][N:42]1[CH2:43][CH2:44][CH2:45][C:46]1=[O:47].[CH3:48][OH:49].[Cl:1][c:2]1[cH:3][c:4]([N:21]([CH2:22][c:23]2[cH:24][cH:25][c:26]([O:29][CH3:30])[cH:27][cH:28]2)[CH:31]2[CH2:32][CH2:33]2)[c:5]2[n:6]([n:7]1)[c:8]([C:11](=[O:12])[NH:13][c:14]1[cH:15][c:16]([Cl:20])[n:17][cH:18][cH:19]1)[cH:9][n:10]2.[S:34]1[CH2:35][CH2:36][CH:37]([NH2:40])[CH2:38][CH2:39]1>>[c:2]1([NH:40][CH:37]2[CH2:36][CH2:35][S:34][CH2:39][CH2:38]2)[cH:3][c:4]([N:21]([CH2:22][c:23]2[cH:24][cH:25][c:26]([O:29][CH3:30])[cH:27][cH:28]2)[CH:31]2[CH2:32][CH2:33]2)[c:5]2[n:6]([n:7]1)[c:8]([C:11](=[O:12])[NH:13][c:14]1[cH:15][c:16]([Cl:20])[n:17][cH:18][cH:19]1)[cH:9][n:10]2. Starting materials: O=C([O-])[O-], CN(C)C=O, Cl, N#Cc1ccc(F)cc1, [K+], [K+], O, Oc1ccc(O)cc1. The product is N#Cc1ccc(Oc2ccc(O)cc2)cc1. Reaction SMILES: [C:18](=[O:19])([O-:20])[O-:21].[CH3:24][N:25]([CH3:26])[CH:27]=[O:28].[ClH:30].[F:9][c:10]1[cH:11][cH:12][c:13]([C:14]#[N:15])[cH:16][cH:17]1.[K+:22].[K+:23].[OH2:29].[OH:1][c:2]1[cH:3][cH:4][c:5]([OH:6])[cH:7][cH:8]1>>[O:1]([c:2]1[cH:3][cH:4][c:5]([OH:6])[cH:7][cH:8]1)[c:10]1[cH:11][cH:12][c:13]([C:14]#[N:15])[cH:16][cH:17]1. Starting materials: FC=1C=C(C[C@@H]2N(CC[C@H](C2)C2=CC(NO2)=O)C(=O)OC)C=C(C1)C(F)(F)F (Trans-methyl 2-(3-fluoro-5-(trifluoromethyl)benzyl)-4-(3-oxo-2,3-dihydroisoxazol-5-yl)piperidine-1-carboxylate), Br (hydrogen bromide). Product: FC=1C=C(C[C@@H]2NCC[C@H](C2)C2=CC(NO2)=O)C=C(C1)C(F)(F)F (5-(trans-2-(3-fluoro-5-(trifluoromethyl)benzyl)piperidin-4-yl)isoxazol-3(2H)-one). The yield is 79.3%. RXN SMILES: [F:1][C:2]1[CH:3]=[C:4]([CH:22]=[C:23]([C:25]([F:28])([F:27])[F:26])[CH:24]=1)[CH2:5][C@H:6]1[CH2:11][C@H:10]([C:12]2[O:16][NH:15][C:14](=[O:17])[CH:13]=2)[CH2:9][CH2:8][N:7]1C(OC)=O.Br>>[F:1][C:2]1[CH:3]=[C:4]([CH:22]=[C:23]([C:25]([F:27])([F:26])[F:28])[CH:24]=1)[CH2:5][C@H:6]1[CH2:11][C@H:10]([C:12]2[O:16][NH:15][C:14](=[O:17])[CH:13]=2)[CH2:9][CH2:8][NH:7]1. Procedure details: Trans-methyl 2-(3-fluoro-5-(trifluoromethyl)benzyl)-4-(3-oxo-2,3-dihydroisoxazol-5-yl)piperidine-1-carboxylate (0.255 g, 0.63 mmol) was dissolved in hydrogen bromide (33% in acetic acid, 5 mL, 71.37 mmol) and stirred at room temperature for 1 week. The solvents were evaporated and the residue purified by preparative HPLC (Instrument: FractionLynx III, Mobilphase: gradient 5-95% MeCN in 0.2% NH3, pH 10, Column: Xbridge Prep C18 5 μm OBD 19*150 mm) to yield 5-(trans-2-(3-fluoro-5-(trifluoromethyl)... Yields the product Cn1c(C(F)(F)F)cc(=O)n(-c2ccc3snc(OCC#N)c3c2)c1=O. As a reaction SMILES: [C:26](=[O:27])([O-:28])[O-:29].[CH2:34]([Cl:35])[Cl:36].[CH3:37][N:38]([CH3:39])[CH:40]=[O:41].[CH3:42][CH2:43][O:44][C:45](=[O:46])[CH3:47].[I:32][CH3:33].[K+:30].[K+:31].[O:1]=[c:2]1[n:3](-[c:13]2[cH:14][cH:15][c:16]3[c:17]([c:18]([O:21][CH2:22][C:23]#[N:24])[n:19][s:20]3)[cH:25]2)[c:4](=[O:12])[cH:5][c:6]([C:8]([F:9])([F:10])[F:11])[nH:7]1>>[O:1]=[c:2]1[n:3](-[c:13]2[cH:14][cH:15][c:16]3[c:17]([c:18]([O:21][CH2:22][C:23]#[N:24])[n:19][s:20]3)[cH:25]2)[c:4](=[O:12])[cH:5][c:6]([C:8]([F:9])([F:10])[F:11])[n:7]1[CH3:26]. Starting materials: O=C([O-])[O-], ClCCl, CN(C)C=O, CCOC(C)=O, CI, [K+], [K+], N#CCOc1nsc2ccc(-n3c(=O)cc(C(F)(F)F)[nH]c3=O)cc12. The reactants are ClCc1cccc2ccccc12, [Na+], CN(C)C=O, O, O=S([O-])c1ccccc1. The product is O=S(=O)(Cc1cccc2ccccc12)c1ccccc1. As a reaction SMILES: [Cl:1][CH2:2][c:3]1[cH:4][cH:5][cH:6][c:7]2[cH:8][cH:9][cH:10][cH:11][c:12]12.[Na+:22].[O:23]=[CH:24][N:25]([CH3:26])[CH3:27].[OH2:28].[c:13]1([S:19](=[O:20])[O-:21])[cH:14][cH:15][cH:16][cH:17][cH:18]1>>[CH2:2]([c:3]1[cH:4][cH:5][cH:6][c:7]2[cH:8][cH:9][cH:10][cH:11][c:12]12)[S:19]([c:13]1[cH:14][cH:15][cH:16][cH:17][cH:18]1)(=[O:20])=[O:21]. Starting materials: Cn1cc2cc(C(F)(F)F)cc(COCC3(c4ccccc4)CCN(C(=O)OC(C)(C)C)CC3)c2n1, O=C(O)C(F)(F)F. Product: Cn1cc2cc(C(F)(F)F)cc(COCC3(c4ccccc4)CCNCC3)c2n1. RXN SMILES: [CH3:1][n:2]1[n:3][c:4]2[c:5]([CH2:15][O:16][CH2:17][C:18]3([c:31]4[cH:32][cH:33][cH:34][cH:35][cH:36]4)[CH2:19][CH2:20][N:21]([C:24]([O:25][C:26]([CH3:27])([CH3:28])[CH3:29])=[O:30])[CH2:22][CH2:23]3)[cH:6][c:7]([C:11]([F:12])([F:13])[F:14])[cH:8][c:9]2[cH:10]1.[OH:37][C:38]([C:39]([F:40])([F:41])[F:42])=[O:43]>>[CH3:1][n:2]1[n:3][c:4]2[c:5]([CH2:15][O:16][CH2:17][C:18]3([c:31]4[cH:32][cH:33][cH:34][cH:35][cH:36]4)[CH2:19][CH2:20][NH:21][CH2:22][CH2:23]3)[cH:6][c:7]([C:11]([F:12])([F:13])[F:14])[cH:8][c:9]2[cH:10]1. The reactants are FC1=CC=C(CN(C2=NC=CC=C2)CCN(CCCN)C)C=C1 (N-[2-[N-(4-fluorobenzyl)-N-(2-pyridyl)amino]ethyl]-N-methyl-1,3-propanediamine), C(#N)NC(OC1=CC=CC=C1)=NCCCOC1=CC(=CC=C1)CN1CCCCC1 (N-cyano-O-phenyl-N'-[3-[3-(piperidinomethyl)phenoxy]propyl]isourea). Yields the product C(#N)NC(=NCCCOC1=CC(=CC=C1)CN1CCCCC1)NCCCN(C)CCN(C1=NC=CC=C1)CC1=CC=C(C=C1)F (N-cyano-N'-[3-[N-[2-[N-(4-fluorobenzyl)-N-(2-pyridyl)amino]ethyl]-N-methylamino]propyl]-N"-[3-[3-(piperidinomethyl)phenoxy]propyl]guanidine). RXN SMILES: [F:1][C:2]1[CH:23]=[CH:22][C:5]([CH2:6][N:7]([CH2:14][CH2:15][N:16]([CH3:21])[CH2:17][CH2:18][CH2:19][NH2:20])[C:8]2[CH:13]=[CH:12][CH:11]=[CH:10][N:9]=2)=[CH:4][CH:3]=1.[C:24]([NH:26][C:27](=[N:35][CH2:36][CH2:37][CH2:38][O:39][C:40]1[CH:45]=[CH:44][CH:43]=[C:42]([CH2:46][N:47]2[CH2:52][CH2:51][CH2:50][CH2:49][CH2:48]2)[CH:41]=1)OC1C=CC=CC=1)#[N:25]>>[C:24]([NH:26][C:27]([NH:20][CH2:19][CH2:18][CH2:17][N:16]([CH2:15][CH2:14][N:7]([CH2:6][C:5]1[CH:22]=[CH:23][C:2]([F:1])=[CH:3][CH:4]=1)[C:8]1[CH:13]=[CH:12][CH:11]=[CH:10][N:9]=1)[CH3:21])=[N:35][CH2:36][CH2:37][CH2:38][O:39][C:40]1[CH:45]=[CH:44][CH:43]=[C:42]([CH2:46][N:47]2[CH2:48][CH2:49][CH2:50][CH2:51][CH2:52]2)[CH:41]=1)#[N:25]. Procedure details: Preparation is effected analogously to Example 1, using 0.63 g (2.0 mmol) of N-[2-[N-(4-fluorobenzyl)-N-(2-pyridyl)amino]ethyl]-N-methyl-1,3-propanediamine and the equimolar amount of N-cyano-O-phenyl-N'-[3-[3-(piperidinomethyl)phenoxy]propyl]isourea as starting materials. Working up by chromatography analogously to Example 1 yields the purified title compound in the form of a viscous oil; MS (+FAB method): m/z (rel. int. [%])=615 ([M+H]+, 14), 229 (100), 109 (96); IR (KBr): 2167 cm-1 (C≡N). For...